Task: describe an organic reaction: reactants, conditions, products, and yield. Dataset: the Open Reaction Database (ORD), a public repository of structured organic reaction records Reactants: CC1=NSC(=N1)N1CCC(CC1)=O (1-(3-methyl-[1,2,4]thiadiazol-5-yl)-piperidin-4-one), ClC1=CC=C(CN2N=C(N=C2)N)C=C1 (1-(4-chloro-benzyl)-1H-[1,2,4]triazol-3-ylamine). Product: ClC1=CC=C(CN2N=C(N=C2)NC2CCN(CC2)C2=NC(=NS2)C)C=C1 ([1-(4-Chloro-benzyl)-1H-[1,2,4]triazol-3-yl]-[1-(3-methyl-[1,2,4]thiadiazol-5-yl)-piperidin-4-yl]-amine). Reaction SMILES: [CH3:1][C:2]1[N:6]=[C:5]([N:7]2[CH2:12][CH2:11][C:10](=O)[CH2:9][CH2:8]2)[S:4][N:3]=1.[Cl:14][C:15]1[CH:27]=[CH:26][C:18]([CH2:19][N:20]2[CH:24]=[N:23][C:22]([NH2:25])=[N:21]2)=[CH:17][CH:16]=1>>[Cl:14][C:15]1[CH:27]=[CH:26][C:18]([CH2:19][N:20]2[CH:24]=[N:23][C:22]([NH:25][CH:10]3[CH2:11][CH2:12][N:7]([C:5]4[S:4][N:3]=[C:2]([CH3:1])[N:6]=4)[CH2:8][CH2:9]3)=[N:21]2)=[CH:17][CH:16]=1. Procedure details: Prepared in analogy to example 1 step h) starting from 1-(3-methyl-[1,2,4]thiadiazol-5-yl)-piperidin-4-one (example 1c) and 1-(4-chloro-benzyl)-1H-[1,2,4]triazol-3-ylamine. The title compound was obtained as a white solid. Starting materials: C(C1=CC=CC=C1)N1N=C2C=C(C=CC2=C1)C=1C=C(N2N=CN=C(C21)N)C=2CCNCC2 (5-(2-benzyl-2H-indazol-6-yl)-7-(1,2,3,6-tetrahydropyridin-4-yl)pyrrolo[2,1-f][1,2,4]triazin-4-amine), CN(CC(=O)O)C (N,N-dimethylglycine), CCN=C=NCCCN(C)C.Cl (EDCl), C=1C=CC2=C(C1)N=NN2O (HOBt), C(C)(C)N(C(C)C)CC (N,N-diisopropylethylamine). Isolated yield 19.7%. The product is C(C1=CC=CC=C1)N1N=C2C=C(C=CC2=C1)C=1C=C(N2N=CN=C(C21)N)C=2CCN(CC2)C(CN(C)C)=O (5-(2-benzyl-2H-indazol-6-yl)-7-{1-[(dimethylamino)acetyl]-1,2,3,6-tetrahydropyridin-4-yl}pyrrolo[2,1-f][1,2,4]triazin-4-amine). The solvent is CN(C)C=O (DMF). Run at time 16 hour. Reaction SMILES: [CH2:1]([N:8]1[CH:16]=[C:15]2[C:10]([CH:11]=[C:12]([C:17]3[CH:18]=[C:19]([C:27]4[CH2:28][CH2:29][NH:30][CH2:31][CH:32]=4)[N:20]4[C:25]=3[C:24]([NH2:26])=[N:23][CH:22]=[N:21]4)[CH:13]=[CH:14]2)=[N:9]1)[C:2]1[CH:7]=[CH:6][CH:5]=[CH:4][CH:3]=1.[CH3:33][N:34]([CH3:39])[CH2:35][C:36](O)=[O:37].CCN=C=NCCCN(C)C.Cl.C1C=CC2N(O)N=NC=2C=1.C(N(CC)C(C)C)(C)C>CN(C=O)C>[CH2:1]([N:8]1[CH:16]=[C:15]2[C:10]([CH:11]=[C:12]([C:17]3[CH:18]=[C:19]([C:27]4[CH2:28][CH2:29][N:30]([C:36](=[O:37])[CH2:35][N:34]([CH3:39])[CH3:33])[CH2:31][CH:32]=4)[N:20]4[C:25]=3[C:24]([NH2:26])=[N:23][CH:22]=[N:21]4)[CH:13]=[CH:14]2)=[N:9]1)[C:2]1[CH:3]=[CH:4][CH:5]=[CH:6][CH:7]=1 |f:2.3|. Reported procedure: A mixture of 5-(2-benzyl-2H-indazol-6-yl)-7-(1,2,3,6-tetrahydropyridin-4-yl)pyrrolo[2,1-f][1,2,4]triazin-4-amine (100 mg, 0.24 mmol), N,N-dimethylglycine (27 mg, 0.26 mmol), EDCl (50 mg, 0.26 mmol), HOBt (35 mg, 026 mmol), and N,N-diisopropylethylamine (124 μL, 0.71 mmol) in DMF (1.5 mL) was stirred at rt for 16 h. The crude mixture was purified by preparative HPLC using a gradient elution from 15% to 45% acetonitrile in water followed by filtration through an acidic resin, washing with MeOH. Th... The reactants are CC1(C)CO1, Cc1cc([N+](=O)[O-])ccc1O, CC#N, [K+], [K+], [Na+], O=C([O-])[O-], O=C([O-])O, O. The product is Cc1cc([N+](=O)[O-])ccc1OCC(C)(C)O. As a reaction SMILES: [CH3:12][C:13]1([CH3:16])[O:14][CH2:15]1.[CH3:1][c:2]1[c:3]([OH:11])[cH:4][cH:5][c:6]([N+:8](=[O:9])[O-:10])[cH:7]1.[CH3:23][C:24]#[N:25].[K+:17].[K+:18].[Na+:31].[O-:19][C:20]([O-:21])=[O:22].[O-:27][C:28]([OH:29])=[O:30].[OH2:26]>>[CH3:1][c:2]1[c:3]([O:11][CH2:15][C:13]([CH3:12])([OH:14])[CH3:16])[cH:4][cH:5][c:6]([N+:8](=[O:9])[O-:10])[cH:7]1. Run in O1CCOCC1 (Dioxane). Run at temperature 90 celsius, time 6 hour. The reactants are BrC=1C(=NC=CC1)OC1=CC=C(C=C1)NC=1SC2=C(N1)C=CC=C2 (N-(4-(3-bromopyridin-2-yloxy)phenyl)benzo[d]thiazol-2-amine), C1(C=CCC1)=O (2-cyclopenten-1-one), CN(C1CCCCC1)C1CCCCC1 (n-methyldicyclohexylamine). Procedure: A solution of N-(4-(3-bromopyridin-2-yloxy)phenyl)benzo[d]thiazol-2-amine (600 mg, 1.506 mmol), 2-cyclopenten-1-one (0.609 mL, 7.53 mmol), n-methyldicyclohexylamine (0.959 mL, 4.52 mmol) and bis(tri-tert-butylphosphine)palladium (0) (77 mg, 0.151 mmol) in Dioxane (4 mL) was capped, degassed and backfilled with argon. The reaction was heated to 90° C. After 6 h, the reaction was heated to 110° C. After 36 h, the reaction was cooled to 23° C., diluted with EtOAc (150 mL) and washed with water (100... Reagents/catalysts: CC(C)([P](C(C)(C)C)([Pd][P](C(C)(C)C)(C(C)(C)C)C(C)(C)C)C(C)(C)C)C (bis(tri-tert-butylphosphine)palladium). As a reaction SMILES: Br[C:2]1[C:3]([O:8][C:9]2[CH:14]=[CH:13][C:12]([NH:15][C:16]3[S:17][C:18]4[CH:24]=[CH:23][CH:22]=[CH:21][C:19]=4[N:20]=3)=[CH:11][CH:10]=2)=[N:4][CH:5]=[CH:6][CH:7]=1.[C:25]1(=[O:30])[CH2:29][CH2:28][CH:27]=[CH:26]1.CN(C1CCCCC1)C1CCCCC1>O1CCOCC1.CC(C)([P](C(C)(C)C)([Pd][P](C(C)(C)C)(C(C)(C)C)C(C)(C)C)C(C)(C)C)C>[S:17]1[C:18]2[CH:24]=[CH:23][CH:22]=[CH:21][C:19]=2[N:20]=[C:16]1[NH:15][C:12]1[CH:13]=[CH:14][C:9]([O:8][C:3]2[C:2]([C:27]3[CH2:28][CH2:29][C:25](=[O:30])[CH:26]=3)=[CH:7][CH:6]=[CH:5][N:4]=2)=[CH:10][CH:11]=1 |^1:53,59|. The product is S1C(=NC2=C1C=CC=C2)NC2=CC=C(OC1=NC=CC=C1C1=CC(CC1)=O)C=C2 (3-(2-(4-(benzo[d]thiazol-2-ylamino)phenoxy)pyridin-3-yl)cyclopent-2-enone). Run at time 4.5 hour. Reactants: [H-].[Al+3].[Li+].[H-].[H-].[H-] (lithium aluminum hydride), C(C)OC(=O)[C-]1C=C(C=C1)C=O.[CH-]1C=CC=C1.[Fe+2] (1-ethoxycarbonyl-3-formylferrocene). As a reaction SMILES: [H-].[Al+3].[Li+].[H-].[H-].[H-].C([O:9][C:10]([C-:12]1[CH:16]=[CH:15][C:14]([CH:17]=[O:18])=[CH:13]1)=O)C.[CH-:19]1[CH:23]=[CH:22][CH:21]=[CH:20]1.[Fe+2:24]>CCOCC>[OH:9][CH2:10][C-:12]1[CH:16]=[CH:15][C:14]([CH2:17][OH:18])=[CH:13]1.[CH-:19]1[CH:23]=[CH:22][CH:21]=[CH:20]1.[Fe+2:24] |f:0.1.2.3.4.5,6.7.8,10.11.12|. The solvent is CCOCC (ether), CCOCC (ether). Isolated yield 72.6%. Yields the product OC[C-]1C=C(C=C1)CO.[CH-]1C=CC=C1.[Fe+2] (1,3-bis(hydroxymethyl)ferrocene). Procedure details: To a stirring suspension of 60 mg (15.7 mmol) of lithium aluminum hydride in 30 ml of ether was added dropwise to a solution of 150 mg (0.56 mmol) of 1-ethoxycarbonyl-3-formylferrocene in ether (30 ml). Stirring was continued for 4.5 hours at room temperature. The mixture was then quenched with saturated aqueous solution of NH4Cl, and 30 ml of ether was added to the resulting solution. After separation of the organic and aqueous layers, the latter was extracted twice with ether and the combined ...